Dataset: the Open Reaction Database (ORD), a public repository of structured organic reaction records. Task: describe an organic reaction: reactants, conditions, products, and yield Reactants: ClC1=C(C(=C(C=C1OC)OC)Cl)C1=CC2=C(C=N1)C(=NN2)I (6-(2,6-dichloro-3,5-dimethoxyphenyl)-3-iodo-1H-pyrazolo[4,3-c]pyridine), CC1(OB(OC1(C)C)C1=CC2=C(C(OC2)=O)C=C1)C (5-(4,4,5,5-tetramethyl-1,3,2-dioxaborolan-2-yl)-2-benzofuran-1(3H)-one). Yields the product ClC1=C(C(=C(C=C1OC)OC)Cl)C1=CC2=C(C=N1)C(=NN2)C2=CC1=C(C(OC1)=O)C=C2 (5-[6-(2,6-dichloro-3,5-dimethoxyphenyl)-1H-pyrazolo[4,3-c]pyridin-3-y]-2-benzofuran-1 (3H)-one). As a reaction SMILES: [Cl:1][C:2]1[C:7]([O:8][CH3:9])=[CH:6][C:5]([O:10][CH3:11])=[C:4]([Cl:12])[C:3]=1[C:13]1[N:18]=[CH:17][C:16]2[C:19](I)=[N:20][NH:21][C:15]=2[CH:14]=1.CC1(C)C(C)(C)OB([C:31]2[CH:40]=[CH:39][C:34]3[C:35](=[O:38])[O:36][CH2:37][C:33]=3[CH:32]=2)O1>>[Cl:1][C:2]1[C:7]([O:8][CH3:9])=[CH:6][C:5]([O:10][CH3:11])=[C:4]([Cl:12])[C:3]=1[C:13]1[N:18]=[CH:17][C:16]2[C:19]([C:31]3[CH:40]=[CH:39][C:34]4[C:35](=[O:38])[O:36][CH2:37][C:33]=4[CH:32]=3)=[N:20][NH:21][C:15]=2[CH:14]=1. Procedure details: This compound was prepared by using procedures analogous to those described for the synthesis of Example 4, Step 2 starting from 6-(2,6-dichloro-3,5-dimethoxyphenyl)-3-iodo-1H-pyrazolo[4,3-c]pyridine and 5-(4,4,5,5-tetramethyl-1,3,2-dioxaborolan-2-yl)-2-benzofuran-1(3H)-one. LCMS (M+H)+: 456.0/458.0.